This data is from the Open Reaction Database (ORD), a public repository of structured organic reaction records. The task is: describe an organic reaction: reactants, conditions, products, and yield Reactants: CCOC(=O)c1nc(C)n2c1CN=C(c1ccccc1F)c1cc(C#N)ccc1-2, CCO, CN(C)P(=O)(N(C)C)N(C)C, [NH4+], [OH-], O. Product: Cc1ncc2n1-c1ccc(C#N)cc1C(c1ccccc1F)=NC2. RXN SMILES: [C:1](#[N:2])[c:3]1[cH:4][cH:5][c:6]2[c:7]([cH:29]1)[C:8]([c:22]1[c:23]([F:28])[cH:24][cH:25][cH:26][cH:27]1)=[N:9][CH2:10][c:11]1[n:12]-2[c:13]([CH3:21])[n:14][c:15]1[C:16]([O:17][CH2:18][CH3:19])=[O:20].[CH3:30][CH2:31][OH:32].[CH3:36][N:37]([P:38]([N:39]([CH3:40])[CH3:41])([N:42]([CH3:43])[CH3:44])=[O:45])[CH3:46].[NH4+:33].[OH-:34].[OH2:35]>>[C:1](#[N:2])[c:3]1[cH:4][cH:5][c:6]2[c:7]([cH:29]1)[C:8]([c:22]1[c:23]([F:28])[cH:24][cH:25][cH:26][cH:27]1)=[N:9][CH2:10][c:11]1[n:12]-2[c:13]([CH3:21])[n:14][cH:15]1. Starting materials: NCCN1N=C(C(C1)C1=CC=CC=C1)C1=CC=C(C=C1)Cl (1-(2-aminoethyl)-3-(4-chlorophenyl)-4,5-dihydro-4-phenyl-1H-pyrazole), C(C)(C)N(CC)C(C)C (diisopropylethylamine), FC(C=1C=C(C=CC1)S(=O)(=O)Cl)(F)F (3-(trifluoromethyl)phenylsulfonyl chloride). Run in C(C)#N (acetonitrile). Reaction conditions: time 20 minute. Product: ClC1=CC=C(C=C1)C1=NN(CC1C1=CC=CC=C1)CCNS(=O)(=O)C1=CC(=CC=C1)C(F)(F)F (N-[2-(3-(4-chlorophenyl)-4,5-dihydro-4-phenyl-1H-pyrazol-1-yl)ethyl]-3-(trifluoromethyl)benzenesulfonamide). The yield is 46.3%. As a reaction SMILES: [NH2:1][CH2:2][CH2:3][N:4]1[CH2:8][CH:7]([C:9]2[CH:14]=[CH:13][CH:12]=[CH:11][CH:10]=2)[C:6]([C:15]2[CH:20]=[CH:19][C:18]([Cl:21])=[CH:17][CH:16]=2)=[N:5]1.C(N(C(C)C)CC)(C)C.[F:31][C:32]([F:44])([F:43])[C:33]1[CH:34]=[C:35]([S:39](Cl)(=[O:41])=[O:40])[CH:36]=[CH:37][CH:38]=1>C(#N)C>[Cl:21][C:18]1[CH:17]=[CH:16][C:15]([C:6]2[CH:7]([C:9]3[CH:14]=[CH:13][CH:12]=[CH:11][CH:10]=3)[CH2:8][N:4]([CH2:3][CH2:2][NH:1][S:39]([C:35]3[CH:36]=[CH:37][CH:38]=[C:33]([C:32]([F:31])([F:43])[F:44])[CH:34]=3)(=[O:41])=[O:40])[N:5]=2)=[CH:20][CH:19]=1. Procedure details: Part C: To a solution of 1-(2-aminoethyl)-3-(4-chlorophenyl)-4,5-dihydro-4-phenyl-1H-pyrazole (0.56 gram, 1.87 mmol) and diisopropylethylamine in acetonitrile (20 ml) was added 3-(trifluoromethyl)phenylsulfonyl chloride (0.35 ml, 2.18 mmol) and the resulting solution was stirred at room temperature for 20 minutes. After concentration in vacuo the residue was dissolved in ethylacetate and washed with 2 N sodium hydroxide solution. The ethylacetate layer was concentrated in vacuo. The resulting oi...